Dataset: the Open Reaction Database (ORD), a public repository of structured organic reaction records. Task: describe an organic reaction: reactants, conditions, products, and yield The solvent is CC(=O)C (acetone). Procedure details: A solution of 17β-hydroxy-4-nitroandrost-4-en-3-one (4-nitrotestosterone, 10.56 g, 31.7 mM) in acetone (900 ml) cooled to -6° C. is treated with Jones reagent (10.0 ml). After the excess reagent is decomposed with methanol, the solids are removed by filtration. The filtrate is concentrated, for example on a rotary evaporator under vaccum, then purified by flash chromatography on silica gel to give 4-nitroandrost-4-ene-3,17-dione, m.p. 205°-205.5° C. dec.(acetone-hexane). As a reaction SMILES: [OH:1][C@H:2]1[CH2:7][CH2:6][C@H:5]2[C@H:8]3[C@H:18]([CH2:19][CH2:20][C@:3]12[CH3:4])[C@:16]1([CH3:17])[C:11](=[C:12]([N+:22]([O-:24])=[O:23])[C:13](=[O:21])[CH2:14][CH2:15]1)[CH2:10][CH2:9]3.CC(C)=O.OS(O)(=O)=O.O=[Cr](=O)=O.CO>CC(C)=O>[N+:22]([C:12]1[C:13](=[O:21])[CH2:14][CH2:15][C@@:16]2([CH3:17])[C:11]=1[CH2:10][CH2:9][C@@H:8]1[C@@H:18]2[CH2:19][CH2:20][C@@:3]2([CH3:4])[C@H:5]1[CH2:6][CH2:7][C:2]2=[O:1])([O-:24])=[O:23] |f:1.2.3|. Reactants: CC(=O)C.OS(=O)(=O)O.O=[Cr](=O)=O (Jones reagent), O[C@@H]1[C@]2(C)[C@@H](CC1)[C@@H]1CCC3=C(C(CC[C@]3(C)[C@H]1CC2)=O)[N+](=O)[O-] (17β-hydroxy-4-nitroandrost-4-en-3-one), CO (methanol). Product: [N+](=O)([O-])C1=C2CC[C@H]3[C@@H]4CCC([C@@]4(C)CC[C@@H]3[C@]2(CCC1=O)C)=O (4-nitroandrost-4-ene-3,17-dione). Starting materials: C1CCOC1, CN1CCN(c2ccc(N)cc2)CC1, CCOC(C)=O, CCCCCC, Cn1nc(C(C)(C)C)cc1C(=O)Nc1cccc(C(=O)c2ccc3c(c2)NC(=O)C3=CO)c1. Yields the product CN1CCN(c2ccc(NC=C3C(=O)Nc4cc(C(=O)c5cccc(NC(=O)c6cc(C(C)(C)C)nn6C)c5)ccc43)cc2)CC1. As a reaction SMILES: [CH2:34]1[O:35][CH2:36][CH2:37][CH2:38]1.[CH3:39][N:40]1[CH2:41][CH2:42][N:43]([c:46]2[cH:47][cH:48][c:49]([NH2:52])[cH:50][cH:51]2)[CH2:44][CH2:45]1.[CH3:53][CH2:54][O:55][C:56]([CH3:57])=[O:58].[CH3:59][CH2:60][CH2:61][CH2:62][CH2:63][CH3:64].[OH:1][CH:2]=[C:3]1[C:4](=[O:33])[NH:5][c:6]2[cH:7][c:8]([C:12](=[O:13])[c:14]3[cH:15][c:16]([NH:20][C:21](=[O:22])[c:23]4[n:24]([CH3:32])[n:25][c:26]([C:28]([CH3:29])([CH3:30])[CH3:31])[cH:27]4)[cH:17][cH:18][cH:19]3)[cH:9][cH:10][c:11]21>>[CH:2](=[C:3]1[C:4](=[O:33])[NH:5][c:6]2[cH:7][c:8]([C:12](=[O:13])[c:14]3[cH:15][c:16]([NH:20][C:21](=[O:22])[c:23]4[n:24]([CH3:32])[n:25][c:26]([C:28]([CH3:29])([CH3:30])[CH3:31])[cH:27]4)[cH:17][cH:18][cH:19]3)[cH:9][cH:10][c:11]21)[NH:52][c:49]1[cH:48][cH:47][c:46]([N:43]2[CH2:42][CH2:41][N:40]([CH3:39])[CH2:45][CH2:44]2)[cH:51][cH:50]1. Reaction SMILES: [CH3:1][C:2]1[CH:10]=[CH:9][CH:8]=[C:7]([N+:11]([O-:13])=[O:12])[C:3]=1[C:4]([OH:6])=[O:5].[C:14](OC)(OC)(OC)C>>[CH3:1][C:2]1[CH:10]=[CH:9][CH:8]=[C:7]([N+:11]([O-:13])=[O:12])[C:3]=1[C:4]([O:6][CH3:14])=[O:5]. Reported procedure: A mixture of 2-methyl-6-nitrobenzoic acid (300.0 g, 1.66 moles, from Acros Organics, Morris Plains, N.J.) and trimethyl orthoacetate (298.3 g, 2.48 moles, from Aldrich Chemicals, Milwaukee, Wis.) was charged into a 3-L 3-necked flask at about 20-25° C. under nitrogen. The reaction mixture was gradually heated and the low-boiling point components generated during the reaction were distilled off to an internal temperature of 95-100° C. After 2 hours, the reaction mixture was cooled to 20-25° C. ov... Starting materials: CC1=C(C(=O)O)C(=CC=C1)[N+](=O)[O-] (2-methyl-6-nitrobenzoic acid), C(C)(OC)(OC)OC (trimethyl orthoacetate). Conditions: temperature 22.5 celsius, time 2 hour. Yields the product CC1=C(C(=O)OC)C(=CC=C1)[N+](=O)[O-] (Methyl 2-methyl-6-nitrobenzoate). The reactants are C(C1=CC=CC=C1)OC1=CC=C(C=C1)OCCCCCBr (1-benzyloxy-4-(5-bromopentoxy)benzene), C(C)(C)N (isopropylamine). Yields the product C(C1=CC=CC=C1)OC1=CC=C(C=C1)OCCCCCNC(C)C (1-benzyloxy-4-[5-(1-methylethyl)aminopentoxy]benzene). Reaction SMILES: [CH2:1]([O:8][C:9]1[CH:14]=[CH:13][C:12]([O:15][CH2:16][CH2:17][CH2:18][CH2:19][CH2:20]Br)=[CH:11][CH:10]=1)[C:2]1[CH:7]=[CH:6][CH:5]=[CH:4][CH:3]=1.[CH:22]([NH2:25])([CH3:24])[CH3:23]>>[CH2:1]([O:8][C:9]1[CH:14]=[CH:13][C:12]([O:15][CH2:16][CH2:17][CH2:18][CH2:19][CH2:20][NH:25][CH:22]([CH3:24])[CH3:23])=[CH:11][CH:10]=1)[C:2]1[CH:7]=[CH:6][CH:5]=[CH:4][CH:3]=1. Procedure: As described in Example 19, 1-benzyloxy-4-(5-bromopentoxy)benzene was reacted with isopropylamine at 100° (12 hours; 150 psi) to give 1-benzyloxy-4-[5-(1-methylethyl)aminopentoxy]benzene. The distilled product was 95.2% pure by gas chromatography. The reactants are C([O-])([O-])=O.[Na+].[Na+] (sodium carbonate), CS(=O)(=O)C=1C=CC(=NC1)NC1CCNCC1 ((5-methanesulfonyl-pyridin-2-yl)-piperidin-4-yl-amine), C(C)OC=1C=C(C=O)C=C(C1F)OCC (3,5-diethoxy-4-fluoro-benzaldehyde), C(C)OC=1C=C(C=O)C=C(C1F)OCC (3,5-diethoxy-4-fluoro-benzaldehyde), C(C)N(C(C)C)C(C)C (N-ethyl diisopropylamine), C(C)(=O)O (acetic acid), C(#N)[BH3-].[Na+] (sodium cyanoborohydride). Solvent: O (water), C(C)O (ethanol). Reaction conditions: temperature 50 celsius. Yields the product C(C)OC=1C=C(CN2CCC(CC2)NC2=NC=C(C=C2)S(=O)(=O)C)C=C(C1F)OCC ([1-(3,5-Diethoxy-4-fluoro-benzyl)-piperidin-4-yl]-(5-methanesulfonyl-pyridin-2-yl)-amine). Isolated yield 70.9%. RXN SMILES: [CH3:1][S:2]([C:5]1[CH:6]=[CH:7][C:8]([NH:11][CH:12]2[CH2:17][CH2:16][NH:15][CH2:14][CH2:13]2)=[N:9][CH:10]=1)(=[O:4])=[O:3].[CH2:18]([O:20][C:21]1[CH:22]=[C:23]([CH:26]=[C:27]([O:30][CH2:31][CH3:32])[C:28]=1[F:29])[CH:24]=O)[CH3:19].C(N(C(C)C)C(C)C)C.C(O)(=O)C.C([BH3-])#N.[Na+].C(=O)([O-])[O-].[Na+].[Na+]>C(O)C.O>[CH2:18]([O:20][C:21]1[CH:22]=[C:23]([CH:26]=[C:27]([O:30][CH2:31][CH3:32])[C:28]=1[F:29])[CH2:24][N:15]1[CH2:16][CH2:17][CH:12]([NH:11][C:8]2[CH:7]=[CH:6][C:5]([S:2]([CH3:1])(=[O:3])=[O:4])=[CH:10][N:9]=2)[CH2:13][CH2:14]1)[CH3:19] |f:4.5,6.7.8|. Procedure: To a solution of (5-methanesulfonyl-pyridin-2-yl)-piperidin-4-yl-amine (0.12 g, 0.5 mmol, 1.0 equiv; intermediate B16) and 3,5-diethoxy-4-fluoro-benzaldehyde (0.11 g, 0.5 mmol, 1.0 equiv; intermediate E5) in ethanol (5 mL) under an atmosphere of Ar was added N-ethyl diisopropylamine (0.19 mL, 0.15 g, 1.2 mmol, 2.3 equiv) and glacial acetic acid (0.05 mL, 0.06 g, 1.0 mmol, 2.0 equiv) and the mixture heated to 50° C. for 2 h. After cooling down to 35° C., sodium cyanoborohydride (0.16 g, 2.5 mmol,... Reactants: Cl (hydrochloric acid), SC=1SC(=C(N1)C)CC(=O)OC (methyl (2-mercapto-4-methylthiazol-5-yl)acetate), ClCC=1C=C(OCC=2N=C(OC2C)C2=CC=CC=C2)C=C(C1)OCC (4-(3-chloromethyl-5-ethoxyphenoxymethyl)-5-methyl-2-phenyloxazole), C([O-])([O-])=O.[K+].[K+] (potassium carbonate). Run in CN(C=O)C (N,N-dimethylformamide), O (water). Run at time 2 hour. Product: C(C)OC=1C=C(CSC=2SC(=C(N2)C)CC(=O)OC)C=C(C1)OCC=1N=C(OC1C)C1=CC=CC=C1 (methyl [2-[3-ethoxy-5-(5-methyl-2-phenyl-4-oxazolylmethoxy)benzylthio]-4-methylthiazol-5-yl]acetate). Yield: 87.0%. Reaction SMILES: [SH:1][C:2]1[S:3][C:4]([CH2:8][C:9]([O:11][CH3:12])=[O:10])=[C:5]([CH3:7])[N:6]=1.Cl[CH2:14][C:15]1[CH:16]=[C:17]([CH:32]=[C:33]([O:35][CH2:36][CH3:37])[CH:34]=1)[O:18][CH2:19][C:20]1[N:21]=[C:22]([C:26]2[CH:31]=[CH:30][CH:29]=[CH:28][CH:27]=2)[O:23][C:24]=1[CH3:25].C(=O)([O-])[O-].[K+].[K+].Cl>O.CN(C)C=O>[CH2:36]([O:35][C:33]1[CH:34]=[C:15]([CH:16]=[C:17]([O:18][CH2:19][C:20]2[N:21]=[C:22]([C:26]3[CH:31]=[CH:30][CH:29]=[CH:28][CH:27]=3)[O:23][C:24]=2[CH3:25])[CH:32]=1)[CH2:14][S:1][C:2]1[S:3][C:4]([CH2:8][C:9]([O:11][CH3:12])=[O:10])=[C:5]([CH3:7])[N:6]=1)[CH3:37] |f:2.3.4|. Procedure details: A mixture of methyl (2-mercapto-4-methylthiazol-5-yl)acetate (455 mg), 4-(3-chloromethyl-5-ethoxyphenoxymethyl)-5-methyl-2-phenyloxazole (800 mg), potassium carbonate (465 mg) and N,N-dimethylformamide (20 ml) was stirred at room temperature for 2 hrs. The reaction mixture was poured into water, neutralized with 2N hydrochloric acid and extracted with ethyl acetate. The ethyl acetate layer was washed with water, dried (MgSO4) and concentrated. The residue was subjected to silica gel column chrom...